The task is: describe an organic reaction: reactants, conditions, products, and yield. This data is from the Open Reaction Database (ORD), a public repository of structured organic reaction records. Reactants: COCCl (chloromethyl methyl ether), OC=1C=NC=CC1 (3-hydroxypyridine), O1CCCC1 (tetrahydrofuran), CC(C)([O-])C.[K+] (potassium t-butoxide). The solvent is CN(C=O)C (N,N-dimethylformamide). Reaction conditions: time 25 minute. The product is COCOC=1C=NC=CC1 (3-(methoxymethoxy)pyridine). The yield is 75.0%. Reaction SMILES: [OH:1][C:2]1[CH:3]=[N:4][CH:5]=[CH:6][CH:7]=1.[O:8]1[CH2:12]CC[CH2:9]1.CC(C)([O-])C.[K+].COCCl>CN(C)C=O>[CH3:9][O:8][CH2:12][O:1][C:2]1[CH:3]=[N:4][CH:5]=[CH:6][CH:7]=1 |f:2.3|. Procedure: To a mixture of 3-hydroxypyridine (50.0 g, 0.525 mol), tetrahydrofuran (107 mL) and N,N-dimethylformamide (285 mL), potassium t-butoxide (65 g, 0.579 mol) was added at −15° C. After 25 minutes, chloromethyl methyl ether (44.4 g, 0.552 mol) was slowly added at −15° C. The reaction temperature was elevated over 2 hours and the reaction mixture was concentrated. The resulting oil was poured into saturated aqueous sodium chloride and extracted with ethyl acetate. The organic layer was dried over anh... Starting materials: C1(CCCCC1)C[C@@H](CN(C(=O)OCC[Si](C)(C)C)C)NC(=O)C=1C=C(C(=O)OC)C=CC1 ((S)-methyl 3-(1-cyclohexyl-3-(N-methyl-N-(2-(trimethylsilyl)ethoxycarbonyl)-amino)propan-2-ylcarbamoyl)benzoate), O[Li].O (LiOH.H2O). Solvent: C1CCOC1 (THF), O (H2O). Reaction conditions: time 23 hour. Yields the product C1(CCCCC1)C[C@@H](CN(C(=O)OCC[Si](C)(C)C)C)NC(=O)C=1C=C(C(=O)O)C=CC1 ((S)-3-(1-cyclohexyl-3-(N-methyl-N-(2-(trimethylsilyl)ethoxycarbonyl)amino)propan-2-ylcarbamoyl)benzoic acid). As a reaction SMILES: [CH:1]1([CH2:7][C@H:8]([NH:21][C:22]([C:24]2[CH:25]=[C:26]([CH:31]=[CH:32][CH:33]=2)[C:27]([O:29]C)=[O:28])=[O:23])[CH2:9][N:10]([CH3:20])[C:11]([O:13][CH2:14][CH2:15][Si:16]([CH3:19])([CH3:18])[CH3:17])=[O:12])[CH2:6][CH2:5][CH2:4][CH2:3][CH2:2]1.O[Li].O>C1COCC1.O>[CH:1]1([CH2:7][C@H:8]([NH:21][C:22]([C:24]2[CH:25]=[C:26]([CH:31]=[CH:32][CH:33]=2)[C:27]([OH:29])=[O:28])=[O:23])[CH2:9][N:10]([CH3:20])[C:11]([O:13][CH2:14][CH2:15][Si:16]([CH3:17])([CH3:18])[CH3:19])=[O:12])[CH2:6][CH2:5][CH2:4][CH2:3][CH2:2]1 |f:1.2|. Procedure: A mixture of (S)-methyl 3-(1-cyclohexyl-3-(N-methyl-N-(2-(trimethylsilyl)ethoxycarbonyl)-amino)propan-2-ylcarbamoyl)benzoate (1.397 g) and LiOH.H2O (0.430 g, 10 mmol, 5.7 equiv) in THF (50 mL) and H2O (10 mL) was vigorously stirred at rt for 23 h. The reaction mixture was quenched with 2 N HCl (6 mL). After the organic solvent was removed in vacuo, the aqueous phase was extracted with CH2Cl2 (3×) and the combined organic layers were dried over Na2SO4. The crude (S)-3-(1-cyclohexyl-3-(N-methyl-N-... The product is COc1cc(C2NCCS2)ccc1O. Reactants: CCO, Cl, NCCS, COc1cc(C=O)ccc1O, O. As a reaction SMILES: [CH3:17][CH2:18][OH:19].[ClH:16].[NH2:12][CH2:13][CH2:14][SH:15].[O:1]=[CH:2][c:3]1[cH:4][c:5]([O:6][CH3:7])[c:8]([OH:9])[cH:10][cH:11]1.[OH2:20]>>[CH:2]1([c:3]2[cH:4][c:5]([O:6][CH3:7])[c:8]([OH:9])[cH:10][cH:11]2)[NH:12][CH2:13][CH2:14][S:15]1. The reactants are C(C)(=O)C=1C=C(OC2=C(C(=O)O)C=CC=N2)C=CC1Cl (2-(3-Acetyl-4-chloro-phenoxy)-nicotinic acid), NCC1=CC=C(C=C1)C(C)(C)O (2-(4-aminomethyl-phenyl)-propan-2-ol), N (NH3). Yields the product C(C)(=O)C=1C=C(OC2=C(C(=O)NCC3=CC=C(C=C3)C(C)(C)O)C=CC=N2)C=CC1Cl (2-(3-Acetyl-4-chloro-phenoxy)-N-(4-(1-hydroxy-1-methyl-ethyl)-benzyl)-nicotinamide). Reaction SMILES: [C:1]([C:4]1[CH:5]=[C:6]([CH:17]=[CH:18][C:19]=1[Cl:20])[O:7][C:8]1[N:16]=[CH:15][CH:14]=[CH:13][C:9]=1[C:10]([OH:12])=O)(=[O:3])[CH3:2].[NH2:21][CH2:22][C:23]1[CH:28]=[CH:27][C:26]([C:29]([OH:32])([CH3:31])[CH3:30])=[CH:25][CH:24]=1.N>>[C:1]([C:4]1[CH:5]=[C:6]([CH:17]=[CH:18][C:19]=1[Cl:20])[O:7][C:8]1[N:16]=[CH:15][CH:14]=[CH:13][C:9]=1[C:10]([NH:21][CH2:22][C:23]1[CH:28]=[CH:27][C:26]([C:29]([OH:32])([CH3:30])[CH3:31])=[CH:25][CH:24]=1)=[O:12])(=[O:3])[CH3:2]. Procedure: Prepared from 2-(3-Acetyl-4-chloro-phenoxy)-nicotinic acid and 2-(4-aminomethyl-phenyl)-propan-2-ol. MS (m/e): 456/458 (M++NH3, 100). NMR (CDCl3): 8.64 (dd, J=2,8 Hz, 1H), 8.18 (dd, J=2,5 Hz, 1H), 7.95 (m, 1H), 7.46 (m, 3H), 7.31 (m, 3H), 7.19 (m, 2H), 4.68 (d, J=6 Hz, 2H), 2.66 (s, 3H), 1.56 (s, 6H). Starting materials: COC(=O)CCS(=O)(=O)N1CC[NH2+]CC1, CC1CCC(N(C(=O)Nc2ncc(C=O)s2)C2CCCCCC2)CC1, [Cl-]. The product is COC(=O)CCS(=O)(=O)N1CCN(Cc2cnc(NC(=O)N(C3CCCCCC3)C3CCC(C)CC3)s2)CC1. As a reaction SMILES: [CH3:27][O:28][C:29](=[O:30])[CH2:31][CH2:32][S:33](=[O:34])(=[O:35])[N:36]1[CH2:37][CH2:38][NH2+:39][CH2:40][CH2:41]1.[CH:1]1([N:8]([C:9](=[O:10])[NH:11][c:12]2[s:13][c:14]([CH:17]=[O:18])[cH:15][n:16]2)[CH:19]2[CH2:20][CH2:21][CH:22]([CH3:25])[CH2:23][CH2:24]2)[CH2:2][CH2:3][CH2:4][CH2:5][CH2:6][CH2:7]1.[Cl-:26]>>[CH:1]1([N:8]([C:9](=[O:10])[NH:11][c:12]2[s:13][c:14]([CH2:17][N:39]3[CH2:38][CH2:37][N:36]([S:33]([CH2:32][CH2:31][C:29]([O:28][CH3:27])=[O:30])(=[O:34])=[O:35])[CH2:41][CH2:40]3)[cH:15][n:16]2)[CH:19]2[CH2:20][CH2:21][CH:22]([CH3:25])[CH2:23][CH2:24]2)[CH2:2][CH2:3][CH2:4][CH2:5][CH2:6][CH2:7]1. Starting materials: CNC([C@@H](NC(=O)OCC1=CC=CC=C1)CC1=CC=C(C=C1)OC(C)(C)C)=O (N-Benzyloxycarbonyl-O-tertiarybutyl-L-tyrosine N-methylamide), C(C)O (ethanol), C1=CCCCC1 (cyclo hexene). The reagents and catalysts are [Pd] (palladium on carbon). The product is C(C)(=O)O.CNC([C@@H](N)CC1=CC=C(C=C1)OC(C)(C)C)=O (O-tertiarybutyl-L-tyrosine N-methylamide acetate). Reaction SMILES: [CH3:1][NH:2][C:3](=[O:28])[C@H:4]([CH2:16][C:17]1[CH:22]=[CH:21][C:20]([O:23][C:24]([CH3:27])([CH3:26])[CH3:25])=[CH:19][CH:18]=1)[NH:5]C(OCC1C=CC=CC=1)=O.C1CCCCC=1.C([OH:37])C>[Pd]>[C:24]([OH:37])(=[O:23])[CH3:27].[CH3:1][NH:2][C:3](=[O:28])[C@H:4]([CH2:16][C:17]1[CH:18]=[CH:19][C:20]([O:23][C:24]([CH3:26])([CH3:25])[CH3:27])=[CH:21][CH:22]=1)[NH2:5] |f:4.5|. Procedure: N-Benzyloxycarbonyl-O-tertiarybutyl-L-tyrosine N-methylamide (2.4 g 6.2 mM) in ethanol (10 ml) was heated under reflux with cyclo hexene (4 ml) acetic acid (0.38 g 6.2 mM) and palladium on carbon (10%, 1 g) under an atmosphere of argon for 20 m. The solvents were then removed in vacuo to afford O-tertiarybutyl-L-tyrosine N-methylamide acetate m.p. 121°-123° C. This was dissolved in dichloromethane (50 ml) and shaken with aqueous saturated sodium hydrogen carbonate (50 ml). The organic layer was ... Reactants: Cl.NO (Hydroxylamine hydrochloride), C([O-])([O-])=O.[Ba+2] (barium carbonate), CC1SC(C(C1C(=O)OC)=O)C (tetrahydro-2,5-dimethyl-4-oxo-3-thiophenecarboxylic acid, methyl ester). The solvent is C(C)O (ethanol). Product: ON=C1C(C(SC1C)C)C(=O)OC (tetrahydro-4-(hydroxyimino)-2,5-dimethyl-3-thiophenecarboxylic acid, methyl ester). RXN SMILES: Cl.[NH2:2][OH:3].C(=O)([O-])[O-].[Ba+2].[CH3:9][CH:10]1[CH:14]([C:15]([O:17][CH3:18])=[O:16])[C:13](=O)[CH:12]([CH3:20])[S:11]1>C(O)C>[OH:3][N:2]=[C:13]1[CH:12]([CH3:20])[S:11][CH:10]([CH3:9])[CH:14]1[C:15]([O:17][CH3:18])=[O:16] |f:0.1,2.3|. Procedure: Hydroxylamine hydrochloride, 145 g (2.09 mol), and barium carbonate (J. T. Baker Chemical Company), 219.2 g (1.11 mol), are added to a solution of 89.3 g (0.474 mol) of tetrahydro-2,5-dimethyl-4-oxo-3-thiophenecarboxylic acid, methyl ester (Example C) in 1 L of absolute ethanol. The suspension is stirred and refluxed for sixteen hours, cooled, filtered through Supercell Hyflo® (Johns-Manville), the filtrate evaporated and the residue dissolved in 500 ml of diethyl ether. The diethyl ether soluti...